From a dataset of the Open Reaction Database (ORD), a public repository of structured organic reaction records. describe an organic reaction: reactants, conditions, products, and yield Starting materials: O=C(Cl)OCC(Cl)(Cl)Cl, Nc1cnccn1, C1CCOC1, c1ccncc1. The product is O=C(Nc1cnccn1)OCC(Cl)(Cl)Cl. As a reaction SMILES: [Cl:14][C:15](=[O:16])[O:17][CH2:18][C:19]([Cl:20])([Cl:21])[Cl:22].[NH2:1][c:2]1[n:3][cH:4][cH:5][n:6][cH:7]1.[O:23]1[CH2:24][CH2:25][CH2:26][CH2:27]1.[cH:8]1[cH:9][cH:10][n:11][cH:12][cH:13]1>>[NH:1]([c:2]1[n:3][cH:4][cH:5][n:6][cH:7]1)[C:15](=[O:16])[O:17][CH2:18][C:19]([Cl:20])([Cl:21])[Cl:22]. Starting materials: ClC=1C=C2C(=C(C(NC2=CC1)=O)C1=CC(=NO1)CO)C1=CC=CC=C1 (6-chloro-3-(3-hydroxymethyl-isoxazol-5-yl)-4-phenyl-1H-quinolin-2-one), CC(=O)OI1(C=2C=CC=CC2C(=O)O1)(OC(=O)C)OC(=O)C (Dess-Martin periodinane). Run in CC#N (CH3CN). Run at time 3 hour. Product: ClC=1C=C2C(=C(C(NC2=CC1)=O)C1=CC(=NO1)C=O)C1=CC=CC=C1 (5-(6-chloro-2-oxo-4-phenyl-1,2-dihydro-quinolin-3-yl)-isoxazole-3-carboxaldehyde). Isolated yield 66.0%. RXN SMILES: [Cl:1][C:2]1[CH:3]=[C:4]2[C:9](=[CH:10][CH:11]=1)[NH:8][C:7](=[O:12])[C:6]([C:13]1[O:17][N:16]=[C:15]([CH2:18][OH:19])[CH:14]=1)=[C:5]2[C:20]1[CH:25]=[CH:24][CH:23]=[CH:22][CH:21]=1.CC(OI1(OC(C)=O)(OC(C)=O)OC(=O)C2C=CC=CC1=2)=O>CC#N>[Cl:1][C:2]1[CH:3]=[C:4]2[C:9](=[CH:10][CH:11]=1)[NH:8][C:7](=[O:12])[C:6]([C:13]1[O:17][N:16]=[C:15]([CH:18]=[O:19])[CH:14]=1)=[C:5]2[C:20]1[CH:21]=[CH:22][CH:23]=[CH:24][CH:25]=1. Procedure details: To a solution of 6-chloro-3-(3-hydroxymethyl-isoxazol-5-yl)-4-phenyl-1H-quinolin-2-one (822 mg, 2.33 mmol) in CH3CN (8 mL), Dess-Martin periodinane (1.05 g, 2.47 mmol) was added. The resulting mixture was stirred at RT for 3 hr and concentrated. Water (20 mL) was then added and the product was extracted with (5% MeOH: CH2Cl2 3×50 mL). The organic layer was dried (Na2SO4) and concentrated. The residue was chromatographed on silica (30-80% EtOAc:Hexane) to obtain partially pure 5-(6-chloro-2-oxo-4... Starting materials: COC=1C=C(C=CC1)C1(CCC2=CC=CC=C12)O (1-(3-methoxyphenyl)-indan-1-ol), O.C1(=CC=C(C=C1)S(=O)(=O)O)C (p-toluene sulfonic acid monohydrate). Solvent: C1(=CC=CC=C1)C (toluene). The product is COC=1C=C(C=CC1)C1C=CC2=CC=CC=C12 (1-(3-methoxyphenyl)-indene). Yield: 80.5%. RXN SMILES: [CH3:1][O:2][C:3]1[CH:4]=[C:5]([C:9]2(O)[C:17]3[C:12](=[CH:13][CH:14]=[CH:15][CH:16]=3)[CH2:11][CH2:10]2)[CH:6]=[CH:7][CH:8]=1.O.C1(C)C=CC(S(O)(=O)=O)=CC=1>C1(C)C=CC=CC=1>[CH3:1][O:2][C:3]1[CH:4]=[C:5]([CH:9]2[C:17]3[C:12](=[CH:13][CH:14]=[CH:15][CH:16]=3)[CH:11]=[CH:10]2)[CH:6]=[CH:7][CH:8]=1 |f:1.2|. Procedure: To a mixture of 23 g (0.095 mol) of 1-(3-methoxyphenyl)-indan-1-ol and 100 mg of p-toluene sulfonic acid monohydrate was added 1 L of toluene and the solvent was distilled in vacuo (40 mm) until an oil residue was obtained. The oil was chromatographed (silica, 1:1 hexane/methylene chloride) to afford 17.0 g (80.1%) of 1-(3-methoxyphenyl)-indene as a pale yellow oil.